Dataset: the Open Reaction Database (ORD), a public repository of structured organic reaction records. Task: describe an organic reaction: reactants, conditions, products, and yield The reactants are ClCC1=NC(=CC=C1)SC1CCC1 (2-Chloromethyl-6-cyclobutylsulfanyl-pyridine), COC(=O)C1C(C1)C1=CC(=C(C=C1)O)F (2-(3-fluoro-4-hydroxy-phenyl)-cyclopropane carboxylic acid methyl ester). The product is C1(CCC1)SC1=CC=CC(=N1)COC1=C(C=C(C=C1)C1C(C1)C(=O)O)F (2-[4-(6-cyclobutylsulfanyl-pyridin-2-ylmethoxy)-3-fluoro-phenyl]-cyclopropane carboxylic acid). Yield: 71.0%. As a reaction SMILES: Cl[CH2:2][C:3]1[CH:8]=[CH:7][CH:6]=[C:5]([S:9][CH:10]2[CH2:13][CH2:12][CH2:11]2)[N:4]=1.C[O:15][C:16]([CH:18]1[CH2:20][CH:19]1[C:21]1[CH:26]=[CH:25][C:24]([OH:27])=[C:23]([F:28])[CH:22]=1)=[O:17]>>[CH:10]1([S:9][C:5]2[N:4]=[C:3]([CH2:2][O:27][C:24]3[CH:25]=[CH:26][C:21]([CH:19]4[CH2:20][CH:18]4[C:16]([OH:17])=[O:15])=[CH:22][C:23]=3[F:28])[CH:8]=[CH:7][CH:6]=2)[CH2:13][CH2:12][CH2:11]1. Procedure details: 2-Chloromethyl-6-cyclobutylsulfanyl-pyridine (0.018 g, 0.08 mmol) obtained in Step C of Preparation Example 37 and 2-(3-fluoro-4-hydroxy-phenyl)-cyclopropane carboxylic acid methyl ester (less polar) (0.018 g, 0.08 mmol) obtained in Step C of Preparation Example 64 were used to react sequentially in the same manner as in Steps A and B of Example 1 to obtain the title compound (0.022 g, 71%). Reactants: CCCCCCC1CCC(C(=O)O)CC1, O=S(Cl)Cl, c1ccccc1. Yields the product CCCCCCC1CCC(C(=O)O)CC1, [Cl-]. As a reaction SMILES: [CH2:1]([CH2:2][CH2:3][CH2:4][CH2:5][CH3:6])[CH:7]1[CH2:8][CH2:9][CH:10]([C:13](=[O:14])[OH:15])[CH2:11][CH2:12]1.[S:16]([Cl:17])([Cl:18])=[O:19].[cH:20]1[cH:21][cH:22][cH:23][cH:24][cH:25]1>>[CH2:1]([CH2:2][CH2:3][CH2:4][CH2:5][CH3:6])[CH:7]1[CH2:8][CH2:9][CH:10]([C:13](=[O:14])[OH:15])[CH2:11][CH2:12]1.[Cl-:18]. The reactants are ClC=1C=CC(=C(C=O)C1)OCC(=O)N1[C@@H](CN([C@H](C1)C)CC1=CC=C(C=C1)F)C ((2R,5S)-5-chloro-2-{2-[4-(4-fluoro-benzyl)-2,5-dimethyl-piperazin-1-yl]-2-oxo-ethoxy}-benzaldehyde), C(C)(=O)O.ClC(C)Cl (dichloroethane acetic acid), C(C)N(CC)CCN ((diethylamino)ethylamine), C(#N)[BH3-].[Na+] (sodium cyanoborohydride), C([O-])(O)=O.[Na+] (sodium bicarbonate). The solvent is O (water). Conditions: time 1 hour. The product is ClC1=CC(=C(OCC(=O)N2[C@@H](CN([C@H](C2)C)CC2=CC=C(C=C2)F)C)C=C1)CNCCN(CC)CC ((2R,5S)-2-{4-Chloro-2-[(2-diethylamino-ethylamino)-methyl]-phenoxy}-1-[4-(4-fluoro-benzyl)-2,5-dimethyl-piperazin-1-yl]-ethanone). Yield: 30.1%. As a reaction SMILES: [Cl:1][C:2]1[CH:3]=[CH:4][C:5]([O:10][CH2:11][C:12]([N:14]2[CH2:19][C@H:18]([CH3:20])[N:17]([CH2:21][C:22]3[CH:27]=[CH:26][C:25]([F:28])=[CH:24][CH:23]=3)[CH2:16][C@H:15]2[CH3:29])=[O:13])=[C:6]([CH:9]=1)[CH:7]=O.C(O)(=O)C.ClC(Cl)C.[CH2:38]([N:40]([CH2:43][CH2:44][NH2:45])[CH2:41][CH3:42])[CH3:39].C([BH3-])#N.[Na+].C(=O)(O)[O-].[Na+]>O>[Cl:1][C:2]1[CH:3]=[CH:4][C:5]([O:10][CH2:11][C:12]([N:14]2[CH2:19][C@H:18]([CH3:20])[N:17]([CH2:21][C:22]3[CH:23]=[CH:24][C:25]([F:28])=[CH:26][CH:27]=3)[CH2:16][C@H:15]2[CH3:29])=[O:13])=[C:6]([CH2:7][NH:45][CH2:44][CH2:43][N:40]([CH2:41][CH3:42])[CH2:38][CH3:39])[CH:9]=1 |f:1.2,4.5,6.7|. Procedure: To a solution of (2R,5S)-5-chloro-2-{2-[4-(4-fluoro-benzyl)-2,5-dimethyl-piperazin-1-yl]-2-oxo-ethoxy}-benzaldehyde (0.100 g, 0.25 mmol) in 10:1 dichloroethane acetic acid (2.2 mL) was added (diethylamino)ethylamine (0.088 mL, 0.625 mmol) and the resulting solution was stirred for 1 hour at ambient temperature. To this was added sodium cyanoborohydride (0.0094 g, 0.15 mmol) and the reaction was stirred overnight at ambient temperature. Upon completion water was added and the mixture was basified... The reactants are O=C1OC2(CCN(C(=O)C3(c4ccc(Br)cc4F)CC3)C2)c2ccccc21, CCCC[Sn](CCCC)(CCCC)c1ccncc1, C1CCOC1, O=C(C=Cc1ccccc1)C=Cc1ccccc1, O=C(C=Cc1ccccc1)C=Cc1ccccc1, O=C(C=Cc1ccccc1)C=Cc1ccccc1, [Pd], [Pd]. Yields the product O=C1OC2(CCN(C(=O)C3(c4ccc(-c5ccncc5)cc4F)CC3)C2)c2ccccc21. As a reaction SMILES: [Br:1][c:2]1[cH:3][c:4]([F:27])[c:5]([C:8]2([C:11](=[O:12])[N:13]3[CH2:14][C:15]4([O:16][C:17](=[O:24])[c:18]5[c:19]4[cH:20][cH:21][cH:22][cH:23]5)[CH2:25][CH2:26]3)[CH2:9][CH2:10]2)[cH:6][cH:7]1.[CH2:33]([Sn:34]([CH2:35][CH2:36][CH2:37][CH3:44])([c:38]1[cH:39][cH:40][n:41][cH:42][cH:43]1)[CH2:45][CH2:46][CH2:47][CH3:48])[CH2:49][CH2:50][CH3:51].[O:28]1[CH2:29][CH2:30][CH2:31][CH2:32]1.[O:54]=[C:55]([CH:56]=[CH:57][c:58]1[cH:59][cH:60][cH:61][cH:62][cH:63]1)[CH:64]=[CH:65][c:66]1[cH:67][cH:68][cH:69][cH:70][cH:71]1.[O:72]=[C:73]([CH:74]=[CH:75][c:76]1[cH:77][cH:78][cH:79][cH:80][cH:81]1)[CH:82]=[CH:83][c:84]1[cH:85][cH:86][cH:87][cH:88][cH:89]1.[O:90]=[C:91]([CH:92]=[CH:93][c:94]1[cH:95][cH:96][cH:97][cH:98][cH:99]1)[CH:100]=[CH:101][c:102]1[cH:103][cH:104][cH:105][cH:106][cH:107]1.[Pd:52].[Pd:53]>>[c:2]1(-[c:38]2[cH:39][cH:40][n:41][cH:42][cH:43]2)[cH:3][c:4]([F:27])[c:5]([C:8]2([C:11](=[O:12])[N:13]3[CH2:14][C:15]4([O:16][C:17](=[O:24])[c:18]5[c:19]4[cH:20][cH:21][cH:22][cH:23]5)[CH2:25][CH2:26]3)[CH2:9][CH2:10]2)[cH:6][cH:7]1. Starting materials: C1(CC1)N(C(=O)[C@H]1CN(CC[C@@H]1C1=CC=C(C=C1)OCCOC1=C(C=C(C=C1Cl)C)Cl)C(=O)OC(C)(C)C)CC1=CC(=CC(=C1)CCCOC)OC[C@H]1[C@@H](C1)C(=O)OCC (tert-butyl (3R,4S)-3-({cyclopropyl[3-{[(1R,2R)-2-(ethoxy-carbonyl)cyclopropyl]methoxy}-5-(3-methoxypropyl)benzyl]amino}carbonyl)-4-{4-[2-(2,6-dichloro-4-methylphenoxy)ethoxy]phenyl}piperidine-1-carboxylate), [OH-].[Na+] (NaOH). Run in C(C)O (ethanol). Run at temperature 100 celsius. Yields the product C(C)(C)(C)OC(=O)N1C[C@@H]([C@H](CC1)C1=CC=C(C=C1)OCCOC1=C(C=C(C=C1Cl)C)Cl)C(=O)N(C1CC1)CC=1C=C(OC[C@H]2[C@@H](C2)C(=O)O)C=C(C1)CCCOC ((1R,2R)-2-{[3-{[[((3R,4S)-1-(tert-Butoxycarbonyl)-4-{4-[2-(2,6-dichloro-4-methylphenoxy)ethoxy]phenyl}piperidin-3-yl)carbonyl](cyclopropyl)amino]methyl}-5-(3-methoxypropyl)phenoxy]methyl}cyclopropanecarboxylic Acid). RXN SMILES: [CH:1]1([N:4]([CH2:39][C:40]2[CH:45]=[C:44]([CH2:46][CH2:47][CH2:48][O:49][CH3:50])[CH:43]=[C:42]([O:51][CH2:52][C@@H:53]3[CH2:55][C@H:54]3[C:56]([O:58]CC)=[O:57])[CH:41]=2)[C:5]([C@@H:7]2[C@@H:12]([C:13]3[CH:18]=[CH:17][C:16]([O:19][CH2:20][CH2:21][O:22][C:23]4[C:28]([Cl:29])=[CH:27][C:26]([CH3:30])=[CH:25][C:24]=4[Cl:31])=[CH:15][CH:14]=3)[CH2:11][CH2:10][N:9]([C:32]([O:34][C:35]([CH3:38])([CH3:37])[CH3:36])=[O:33])[CH2:8]2)=[O:6])[CH2:3][CH2:2]1.[OH-].[Na+]>C(O)C>[C:35]([O:34][C:32]([N:9]1[CH2:10][CH2:11][C@H:12]([C:13]2[CH:18]=[CH:17][C:16]([O:19][CH2:20][CH2:21][O:22][C:23]3[C:28]([Cl:29])=[CH:27][C:26]([CH3:30])=[CH:25][C:24]=3[Cl:31])=[CH:15][CH:14]=2)[C@@H:7]([C:5]([N:4]([CH2:39][C:40]2[CH:41]=[C:42]([CH:43]=[C:44]([CH2:46][CH2:47][CH2:48][O:49][CH3:50])[CH:45]=2)[O:51][CH2:52][C@@H:53]2[CH2:55][C@H:54]2[C:56]([OH:58])=[O:57])[CH:1]2[CH2:2][CH2:3]2)=[O:6])[CH2:8]1)=[O:33])([CH3:37])([CH3:36])[CH3:38] |f:1.2|. Procedure: To a solution of tert-butyl (3R,4S)-3-({cyclopropyl[3-{[(1R,2R)-2-(ethoxy-carbonyl)cyclopropyl]methoxy}-5-(3-methoxypropyl)benzyl]amino}carbonyl)-4-{4-[2-(2,6-dichloro-4-methylphenoxy)ethoxy]phenyl}piperidine-1-carboxylate (1 eq.) from Example 1/Step 3 in ethanol (0.1 M) was added 1 M aqueous NaOH (3 eq.). The reaction was heated at 100° C. in a microwave (Biotage) for 5 min. The reaction was cooled to rt and concentrated in vacuo. The residue was suspended in 1 N aqueous HCl and EtOAc. The aque... Reactants: ClC1=CC=C(C=C1)O (4-Chlorophenol), ClCC(C)=O (chloroacetone), C([O-])([O-])=O.[K+].[K+] (potassium carbonate), [I-].[K+] (potassium iodide). Solvent: CC(=O)C (acetone). Product: ClC1=CC=C(OCC(C)=O)C=C1 (4-chlorophenoxyacetone). Yield: 97.5%. Reaction SMILES: [Cl:1][C:2]1[CH:7]=[CH:6][C:5]([OH:8])=[CH:4][CH:3]=1.Cl[CH2:10][C:11](=[O:13])[CH3:12].C(=O)([O-])[O-].[K+].[K+].[I-].[K+]>CC(C)=O>[Cl:1][C:2]1[CH:7]=[CH:6][C:5]([O:8][CH2:10][C:11](=[O:13])[CH3:12])=[CH:4][CH:3]=1 |f:2.3.4,5.6|. Procedure details: 4-Chlorophenol (10 g), chloroacetone (10.8 g), anhydrous potassium carbonate (12.9 g) and potassium iodide (1.3 g) were added to acetone (100 ml) and heated under reflux for 6 hours. The reaction mixture was filtered and the filtrate was concentrated to obtain 4-chlorophenoxyacetone (14 g).